This data is from the Open Reaction Database (ORD), a public repository of structured organic reaction records. The task is: describe an organic reaction: reactants, conditions, products, and yield Starting materials: CO, Cc1n[nH]c2ncccc12, ClCCl, [K+], O=[Mn](=O)(=O)[O-], [Na+], [OH-], O. Yields the product O=C(O)c1n[nH]c2ncccc12. Reaction SMILES: [CH3:19][OH:20].[CH3:3][c:4]1[n:5][nH:6][c:7]2[n:8][cH:9][cH:10][cH:11][c:12]12.[Cl:22][CH2:23][Cl:24].[K+:18].[Mn:13]([O-:14])(=[O:15])(=[O:16])=[O:17].[Na+:2].[OH-:1].[OH2:21]>>[O:1]=[C:3]([c:4]1[n:5][nH:6][c:7]2[n:8][cH:9][cH:10][cH:11][c:12]12)[OH:20]. Reactants: ClC=1C(=CC2=C(NC(C(O2)C)=O)C1)[N+](=O)[O-] (6-chloro-7-nitro-2-methyl-1,4-benzoxazin-3-one), N1C=NC=C1 (imidazole), C([O-])([O-])=O.[K+].[K+] (potassium carbonate). Reagents/catalysts: [Cu] (copper). The solvent is CN(C)C=O (DMF), C(C)(=O)OCC (ethyl acetate). The product is N1(C=NC=C1)C=1C(=CC2=C(NC(C(O2)C)=O)C1)[N+](=O)[O-] (6-(Imidazol-1-yl)-7-nitro-2-methyl-1,4-benzoxazin-3-one). Reaction SMILES: Cl[C:2]1[C:3]([N+:14]([O-:16])=[O:15])=[CH:4][C:5]2[O:10][CH:9]([CH3:11])[C:8](=[O:12])[NH:7][C:6]=2[CH:13]=1.[NH:17]1[CH:21]=[CH:20][N:19]=[CH:18]1.C(=O)([O-])[O-].[K+].[K+]>CN(C=O)C.C(OCC)(=O)C.[Cu]>[N:17]1([C:2]2[C:3]([N+:14]([O-:16])=[O:15])=[CH:4][C:5]3[O:10][CH:9]([CH3:11])[C:8](=[O:12])[NH:7][C:6]=3[CH:13]=2)[CH:21]=[CH:20][N:19]=[CH:18]1 |f:2.3.4|. Reported procedure: 485 mg of 6-chloro-7-nitro-2-methyl-1,4-benzoxazin-3-one is stirred with 136 mg of imidazole and 332 mg of potassium carbonate in 15 ml of DMF with the addition of copper powder for 6 hours at 180° C. It is diluted with ethyl acetate, extracted with brine, and the organic phase is dried. The crude product is purified by column chromatography with ethyl acetate with the addition of ethanol. 88 mg results. Reactants: COC(CC1CCC(CC1)C1=CC=C(C=C1)C=1C=NC(=CC1)NC=1C(=NC(=CC1)C(F)(F)F)C)=O ((4-{4-[6-(2-Methyl-6-trifluoromethyl-pyridin-3-ylamino)-pyridin-3-yl]-phenyl}-cyclohexyl)-acetic acid methyl ester), [Li+].[OH-] (LiOH). The solvent is C1CCOC1.CO (THF MeOH). Reaction conditions: time 18 hour. Product: CC1=NC(=CC=C1NC1=CC=C(C=N1)C1=CC=C(C=C1)C1CCC(CC1)CC(=O)O)C(F)(F)F ((4-{4-[6-(2-Methyl-6-trifluoromethyl-pyridin-3-ylamino)-pyridin-3-yl]-phenyl}-cyclohexyl)-acetic acid). As a reaction SMILES: C[O:2][C:3](=[O:35])[CH2:4][CH:5]1[CH2:10][CH2:9][CH:8]([C:11]2[CH:16]=[CH:15][C:14]([C:17]3[CH:18]=[N:19][C:20]([NH:23][C:24]4[C:25]([CH3:34])=[N:26][C:27]([C:30]([F:33])([F:32])[F:31])=[CH:28][CH:29]=4)=[CH:21][CH:22]=3)=[CH:13][CH:12]=2)[CH2:7][CH2:6]1.[Li+].[OH-]>C1COCC1.CO>[CH3:34][C:25]1[C:24]([NH:23][C:20]2[N:19]=[CH:18][C:17]([C:14]3[CH:15]=[CH:16][C:11]([CH:8]4[CH2:9][CH2:10][CH:5]([CH2:4][C:3]([OH:35])=[O:2])[CH2:6][CH2:7]4)=[CH:12][CH:13]=3)=[CH:22][CH:21]=2)=[CH:29][CH:28]=[C:27]([C:30]([F:32])([F:31])[F:33])[N:26]=1 |f:1.2,3.4|. Procedure: (4-{4-[6-(2-Methyl-6-trifluoromethyl-pyridin-3-ylamino)-pyridin-3-yl]-phenyl}-cyclohexyl)-acetic acid methyl ester (332 g, 0.69 mmol) was dissolved in THF/MeOH (3:1, 4 mL) and to it was added aqueous LiOH (4M, 1 mL). The mixture was stirred at room temperature for 18 hours, then the organic solvent was removed via rotary evaporation. The remaining crude was diluted with water and the pH was adjusted to 2 with 1M HCl. The resulting precipitate was collected by filtration and dried under vacuum to...